This data is from the Open Reaction Database (ORD), a public repository of structured organic reaction records. The task is: describe an organic reaction: reactants, conditions, products, and yield Reactants: CC1(C)CCC(CCOS(=O)(=O)c2ccc(Br)cc2)CC1, CC(C)=O, [I-], [Na+]. The product is CC1(C)CCC(CCI)CC1. As a reaction SMILES: [Br:1][c:2]1[cH:3][cH:4][c:5]([S:6]([O:7][CH2:12][CH2:13][CH:14]2[CH2:15][CH2:16][C:17]([CH3:20])([CH3:21])[CH2:18][CH2:19]2)(=[O:8])=[O:9])[cH:10][cH:11]1.[CH3:24][C:25](=[O:26])[CH3:27].[I-:23].[Na+:22]>>[CH2:12]([CH2:13][CH:14]1[CH2:15][CH2:16][C:17]([CH3:20])([CH3:21])[CH2:18][CH2:19]1)[I:23]. Reactants: C(C)N(C(=O)C1=C(C=CC(=C1)C=1C=NN(C1)CCCO)NC1=NC(=NC=C1C(F)(F)F)NC1=C(C=C(CP(OCC)(O)=O)C=C1)OC)CC (Ethyl hydrogen (4-{[4-({2-(diethylcarbamoyl)-4-[1-(3-hydroxypropyl)-1H-pyrazol-4-yl]phenyl}amino)-5-(trifluoromethyl)pyrimidin-2-yl]amino}-3-methoxybenzyl)phosphonate), OCCCCN1N=CC(=C1)C=1C=CC(=C2C(N(CC12)C)=O)NC1=NC(=NC=C1C(F)(F)F)NC1=C(C=C(CP(OCC)(OCC)=O)C=C1)OC (diethyl (4-{[4-({7-[1-(4-hydroxybutyl)-1H-pyrazol-4-yl]-2-methyl-3-oxo-2,3-dihydro-1H-isoindol-4-yl}amino)-5-(trifluoromethyl)pyrimidin-2-yl]amino}-3-methoxybenzyl)phosphonate), OCCCCN1N=CC(=C1)C=1C=CC(=C2C(N(CC12)C)=O)NC1=NC(=NC=C1C(F)(F)F)NC1=C(C=C(CP(OCC)(OCC)=O)C=C1)OC (diethyl (4-{[4-({7-[1-(4-hydroxybutyl)-1H-pyrazol-4-yl]-2-methyl-3-oxo-2,3-dihydro-1H-isoindol-4-yl}amino)-5-(trifluoromethyl)pyrimidin-2-yl]amino}-3-methoxybenzyl)phosphonate). Yields the product OCCCCN1N=CC(=C1)C=1C=CC(=C2C(N(CC12)C)=O)NC1=NC(=NC=C1C(F)(F)F)NC1=C(C=C(CP(OCC)(O)=O)C=C1)OC (Ethyl hydrogen (4-{[4-({7-[1-(4-hydroxybutyl)-1H-pyrazol-4-yl]-2-methyl-3-oxo-2,3-dihydro-1H-isoindol-4-yl}amino)-5-(trifluoromethyl)pyrimidin-2-yl]amino}-3-methoxybenzyl)phosphonate). Isolated yield 101.9%. RXN SMILES: C(N(CC)C(C1C=C(C2C=NN(CCCO)C=2)C=CC=1NC1C(C(F)(F)F)=CN=C(NC2C=CC(CP(=O)(O)OCC)=CC=2OC)N=1)=O)C.[OH:50][CH2:51][CH2:52][CH2:53][CH2:54][N:55]1[CH:59]=[C:58]([C:60]2[CH:61]=[CH:62][C:63]([NH:71][C:72]3[C:77]([C:78]([F:81])([F:80])[F:79])=[CH:76][N:75]=[C:74]([NH:82][C:83]4[CH:97]=[CH:96][C:86]([CH2:87][P:88](=[O:95])([O:92]CC)[O:89][CH2:90][CH3:91])=[CH:85][C:84]=4[O:98][CH3:99])[N:73]=3)=[C:64]3[C:68]=2[CH2:67][N:66]([CH3:69])[C:65]3=[O:70])[CH:57]=[N:56]1>>[OH:50][CH2:51][CH2:52][CH2:53][CH2:54][N:55]1[CH:59]=[C:58]([C:60]2[CH:61]=[CH:62][C:63]([NH:71][C:72]3[C:77]([C:78]([F:81])([F:80])[F:79])=[CH:76][N:75]=[C:74]([NH:82][C:83]4[CH:97]=[CH:96][C:86]([CH2:87][P:88](=[O:92])([OH:95])[O:89][CH2:90][CH3:91])=[CH:85][C:84]=4[O:98][CH3:99])[N:73]=3)=[C:64]3[C:68]=2[CH2:67][N:66]([CH3:69])[C:65]3=[O:70])[CH:57]=[N:56]1. Procedure: Prepared analogously to Compound 3A using diethyl (4-{[4-({7-[1-(4-hydroxybutyl)-1H-pyrazol-4-yl]-2-methyl-3-oxo-2,3-dihydro-1H-isoindol-4-yl}amino)-5-(trifluoromethyl)pyrimidin-2-yl]amino}-3-methoxybenzyl)phosphonate (Compound 17B, 73 mg, 101 μmol) to afford 71 mg of the title compound (100%). 1H NMR (400 MHz, CD3OD) δ 8.49 (d, J=6.57 Hz, 1H), 8.23 (s, 1H), 8.04 (br. s., 1H), 7.77 (s, 2H), 7.57 (d, J=8.84 Hz, 1H), 7.11 (s, 1H), 6.95 (d, J=8.08 Hz, 1H), 4.42 (s, 2H), 4.22 (t, J=7.07 Hz, 2H), 3.8... The reactants are S(=O)([O-])S(=O)[O-].[Na+].[Na+] (sodium hydrosulfite), O (H2O), BrC1=NC=C(C(=C1)C(=C)C)F (2-bromo-5-fluoro-4-isopropenyl-pyridine), C[N+]1(CCOCC1)[O-] (N-methylmorpholine oxide), OSO4, O (H2O). Run in CC(=O)C (acetone). Run at time 17 hour. Yields the product BrC1=NC=C(C(=C1)C(CO)(C)O)F (2-(2-Bromo-5-fluoro-pyridin-4-yl)-propane-1,2-diol). RXN SMILES: [Br:1][C:2]1[CH:7]=[C:6]([C:8]([CH3:10])=[CH2:9])[C:5]([F:11])=[CH:4][N:3]=1.C[N+]1([O-])CC[O:16]CC1.S(S([O-])=O)([O-])=O.[Na+].[Na+].[OH2:28]>CC(C)=O>[Br:1][C:2]1[CH:7]=[C:6]([C:8]([OH:16])([CH3:10])[CH2:9][OH:28])[C:5]([F:11])=[CH:4][N:3]=1 |f:2.3.4|. Procedure: To a solution of 2-bromo-5-fluoro-4-isopropenyl-pyridine (17.1 g, 79 mmol) in acetone (50 mL) and H2O (100 mL) was added N-methylmorpholine oxide (10.51 g, 87 mmol) and OSO4 (4.97 mL, 4.02 g, 0.396 mmol). The biphasic mixture was stirred at rt for 17 h. The reaction mixture was quenched with sodium hydrosulfite (1.516 g, 8.71 mmol) in H2O (50 ml) and stirred at rt for 20 min. The reaction mixture was filtered through celite and the celite pad was washed three times with acetone. The combined fil... Reactants: [Al+3], COC(=O)CC(C)CCO[Si](C)(C)C(C)(C)C, CCOCC, [H-], [H-], [H-], [H-], [Li+], [Na+], [OH-], O. The product is CC(CCO)CCO[Si](C)(C)C(C)(C)C. Reaction SMILES: [Al+3:2].[CH3:12][CH:13]([CH2:14][C:15](=[O:16])[O:17][CH3:18])[CH2:19][CH2:20][O:21][Si:22]([CH3:23])([CH3:24])[C:25]([CH3:26])([CH3:27])[CH3:28].[CH3:7][CH2:8][O:9][CH2:10][CH3:11].[H-:1].[H-:4].[H-:5].[H-:6].[Li+:3].[Na+:30].[OH-:29].[OH2:31]>>[CH3:12][CH:13]([CH2:14][CH2:15][OH:16])[CH2:19][CH2:20][O:21][Si:22]([CH3:23])([CH3:24])[C:25]([CH3:26])([CH3:27])[CH3:28]. Reported procedure: 2-(2,3,4-Trifluoroanilino)propionic acid (1.1 g) was dissolved in a solvent mixture (15 ml; methanol-IPE=1:20). At room temperature, a solution (15 ml) of (R)-1-phenylethylamine (333.2 mg) in a solvent mixture (methanol-IPE=1:20) was slowly added thereto. The obtained suspension was stirred at room temperature for additional 2 hours and then filtered while washing with IPE. Thus, the title compound was obtained as colorless crystals (802 mg). The optical purity of this product was 80% ee. Subseq... Run in CO (methanol), CO (methanol). Yields the product C1(=CC=CC=C1)[C@@H](C)N.FC1=C(N[C@H](C(=O)O)C)C=CC(=C1F)F ((2S)-2-(2,3,4-Trifluoroanilino)propionic acid (R)-1-phenyethylamine salt), crystals. Reactants: FC1=C(NC(C(=O)O)C)C=CC(=C1F)F (2-(2,3,4-Trifluoroanilino)propionic acid), C1(=CC=CC=C1)[C@@H](C)N ((R)-1-phenylethylamine). Reaction SMILES: [F:1][C:2]1[C:13]([F:14])=[C:12]([F:15])[CH:11]=[CH:10][C:3]=1[NH:4][CH:5]([CH3:9])[C:6]([OH:8])=[O:7].[C:16]1([C@H:22]([NH2:24])[CH3:23])[CH:21]=[CH:20][CH:19]=[CH:18][CH:17]=1>CO>[C:16]1([C@H:22]([NH2:24])[CH3:23])[CH:21]=[CH:20][CH:19]=[CH:18][CH:17]=1.[F:1][C:2]1[C:13]([F:14])=[C:12]([F:15])[CH:11]=[CH:10][C:3]=1[NH:4][C@@H:5]([CH3:9])[C:6]([OH:8])=[O:7] |f:3.4|. Conditions: time 2 hour. Starting materials: [Na+].[Cl-] (NaCl), O1[C@H](COC2=C1C=CC=C2)CN2C[C@@](CCC2)(C)CO ({(S)-1-[(S)-1-(2,3-Dihydro-benzo[1,4]dioxin-2-yl)methyl]-3-methyl-piperidin-3-yl}methanol), [OH-].[Na+] (NaOH), CI (Methyl iodide). The reagents and catalysts are [Br-].C(CCC)[N+](CCCC)(CCCC)CCCC (tetrabutylammonium bromide). Run in CCOC(=O)C (EtOAc), O (water), C1(=CC=CC=C1)C (toluene). Conditions: time 15 minute. Product: O1[C@H](COC2=C1C=CC=C2)CN2C[C@@](CCC2)(C)COC ((S)-1-[(S)-1-(2,3-Dihydro-benzo[1,4]-dioxin-2-yl)methyl]-3-methoxymethyl-3-methyl-piperidine). The yield is 19.3%. Reaction SMILES: [O:1]1[C:6]2[CH:7]=[CH:8][CH:9]=[CH:10][C:5]=2[O:4][CH2:3][C@@H:2]1[CH2:11][N:12]1[CH2:17][CH2:16][CH2:15][C@@:14]([CH2:19][OH:20])([CH3:18])[CH2:13]1.[OH-].[Na+].[CH3:23]I.[Na+].[Cl-]>[Br-].C([N+](CCCC)(CCCC)CCCC)CCC.C1(C)C=CC=CC=1.CCOC(C)=O.O>[O:1]1[C:6]2[CH:7]=[CH:8][CH:9]=[CH:10][C:5]=2[O:4][CH2:3][C@@H:2]1[CH2:11][N:12]1[CH2:17][CH2:16][CH2:15][C@@:14]([CH2:19][O:20][CH3:23])([CH3:18])[CH2:13]1 |f:1.2,4.5,6.7|. Procedure details: A mixture of {(S)-1-[(S)-1-(2,3-Dihydro-benzo[1,4]dioxin-2-yl)methyl]-3-methyl-piperidin-3-yl}methanol (134 mg, 0.48 mmol), tetrabutylammonium bromide (0.031 mg, 0.10 mmol) and 50% NaOH solution (2 ml) in toluene (2 ml) was stirred at room temperature for 15 min. Methyl iodide (0.24 ml, 3.86 mmol) was added drop wise and the mixture was stirred for 6 h 45 min. Saturated NaCl, water and EtOAc were added and the phases were separated. The aqueous phase was extracted twice with EtOAc and combined o...